From a dataset of the Open Reaction Database (ORD), a public repository of structured organic reaction records. describe an organic reaction: reactants, conditions, products, and yield Reactants: C(C)(C)(C)OC(NC(C)C1=CC=C(C=C1)Br)=O ([1-(4-bromo-phenyl)-ethyl]-carbamic acid tert-butyl ester), CN(C1CCCCC1)C1CCCCC1 (N -methyldicyclohexylamine), C(C=C)(=O)OCC (ethyl acrylate), C(C)(C)(C)P(C(C)(C)C)C(C)(C)C (tri-tert-butylphospine). The reagents and catalysts are C=1C=CC(=CC1)/C=C/C(=O)/C=C/C2=CC=CC=C2.C=1C=CC(=CC1)/C=C/C(=O)/C=C/C2=CC=CC=C2.C=1C=CC(=CC1)/C=C/C(=O)/C=C/C2=CC=CC=C2.[Pd].[Pd] (tris(dibenzylideneacetone)dipalladium). The solvent is O1CCOCC1 (1,4-dioxane), O (water). Reaction conditions: temperature 80 celsius. Yields the product C(C)OC(C=CC1=CC=C(C=C1)C(C)NC(=O)OC(C)(C)C)=O (3-[4-(1-tert-Butoxycarbonylamino-ethyl)-phenyl]-acrylic acid ethyl ester). Reaction SMILES: [C:1]([O:5][C:6](=[O:17])[NH:7][CH:8]([C:10]1[CH:15]=[CH:14][C:13](Br)=[CH:12][CH:11]=1)[CH3:9])([CH3:4])([CH3:3])[CH3:2].CN(C1CCCCC1)C1CCCCC1.C(P(C(C)(C)C)C(C)(C)C)(C)(C)C.[C:45]([O:49][CH2:50][CH3:51])(=[O:48])[CH:46]=[CH2:47]>C1C=CC(/C=C/C(/C=C/C2C=CC=CC=2)=O)=CC=1.C1C=CC(/C=C/C(/C=C/C2C=CC=CC=2)=O)=CC=1.C1C=CC(/C=C/C(/C=C/C2C=CC=CC=2)=O)=CC=1.[Pd].[Pd].O.O1CCOCC1>[CH2:50]([O:49][C:45](=[O:48])[CH:46]=[CH:47][C:13]1[CH:14]=[CH:15][C:10]([CH:8]([NH:7][C:6]([O:5][C:1]([CH3:4])([CH3:3])[CH3:2])=[O:17])[CH3:9])=[CH:11][CH:12]=1)[CH3:51] |f:4.5.6.7.8|. Reported procedure: To a mixture of [1-(4-bromo-phenyl)-ethyl]-carbamic acid tert-butyl ester (3.0 g, 10 mmol), tris(dibenzylideneacetone)dipalladium (0.55 g, 0.6 mmol), and N -methyldicyclohexylamine (2.1 mL, 10 mmol) was purged nitrogen followed by the addition of 1,4-dioxane (20 mL) and tri-tert-butylphospine (0.24 g, 1.2 mmol). The mixture was again purged with nitrogen and the ethyl acrylate (2.16 mL, 20 mmol) was added. The mixture was heated to 80° C. for 30 min, poured into water (100 mL) and extracted with... The reactants are CCC1=C[C@@H]2C[C@@](C3=C(C=4C=C(C=CC4N3)Br)CCN(C2)C1)(C=5C=C6C(=CC5OC)N([C@@H]7[C@]68CCN9[C@H]8[C@@](C=CC9)([C@H]([C@@]7(C(=O)OC)O)OC(=O)C)CC)C)C(=O)OC (10′-bromoanhydrovinblastine), [BH4-].[Na+] (NaBH4), Cl (HCl), C(F)(F)(F)CO (CF3CH2OH). Reagents/catalysts: O.O.O.O.O.O.C(C(=O)[O-])(=O)[O-].[Fe+3].C(C(=O)[O-])(=O)[O-].C(C(=O)[O-])(=O)[O-].[Fe+3] (iron(III) oxalate hexahydrate). The solvent is CCOC(=O)C (EtOAc), CO (MeOH), CCN(CC)CC (Et3N), O (H2O), O (H2O), O (H2O). Run at temperature 0 celsius, time 30 minute. Product: CC[C@@]1(C[C@@H]2C[C@@](C3=C(C=4C=C(C=CC4N3)Br)CCN(C2)C1)(C=5C=C6C(=CC5OC)N([C@@H]7[C@]68CCN9[C@H]8[C@@](C=CC9)([C@H]([C@@]7(C(=O)OC)O)OC(=O)C)CC)C)C(=O)OC)O (10′-bromo-vinblastine). The yield is 22.0%. As a reaction SMILES: [CH3:1][CH2:2][C:3]1[CH2:22][N:20]2[CH2:21][C@@H:5]([CH2:6][C@:7]([C:56]([O:58][CH3:59])=[O:57])([C:23]3[CH:24]=[C:25]4[C@:33]56[C@@H:37]7[C@:38]([CH2:53][CH3:54])([C@@H:42]([O:49][C:50]([CH3:52])=[O:51])[C@:43]([OH:48])([C:44]([O:46][CH3:47])=[O:45])[C@@H:32]5[N:31]([CH3:55])[C:26]4=[CH:27][C:28]=3[O:29][CH3:30])[CH:39]=[CH:40][CH2:41][N:36]7[CH2:35][CH2:34]6)[C:8]3[NH:16][C:15]4[CH:14]=[CH:13][C:12]([Br:17])=[CH:11][C:10]=4[C:9]=3[CH2:18][CH2:19]2)[CH:4]=1.Cl.C(C[OH:66])(F)(F)F.[BH4-].[Na+]>O.O.O.O.O.O.O.C([O-])(=O)C([O-])=O.[Fe+3].C([O-])(=O)C([O-])=O.C([O-])(=O)C([O-])=O.[Fe+3].CCOC(C)=O.CO.CCN(CC)CC>[CH3:1][CH2:2][C@@:3]1([OH:66])[CH2:22][N:20]2[CH2:21][C@@H:5]([CH2:6][C@:7]([C:56]([O:58][CH3:59])=[O:57])([C:23]3[CH:24]=[C:25]4[C@:33]56[C@@H:37]7[C@:38]([CH2:53][CH3:54])([C@@H:42]([O:49][C:50]([CH3:52])=[O:51])[C@:43]([OH:48])([C:44]([O:46][CH3:47])=[O:45])[C@@H:32]5[N:31]([CH3:55])[C:26]4=[CH:27][C:28]=3[O:29][CH3:30])[CH:39]=[CH:40][CH2:41][N:36]7[CH2:35][CH2:34]6)[C:8]3[NH:16][C:15]4[CH:14]=[CH:13][C:12]([Br:17])=[CH:11][C:10]=4[C:9]=3[CH2:18][CH2:19]2)[CH2:4]1 |f:3.4,6.7.8.9.10.11.12.13.14.15.16|. Reported procedure: A mixture of iron(III) oxalate hexahydrate (148.2 mg, 0.31 mmol, 30 equiv) in H2O (41 mL) was cooled to 0° C. and air was bubbled through the mixture for 10 minutes. A solution of 10′-bromoanhydro-vinblastine (17a, 8.9 mg, 0.010 mmol, 1 equiv) in H2O (0.5 mL), aqueous 0.1 N HCl (0.5 mL), and CF3CH2OH (0.1 mL) was transferred by pipette to the mixture and NaBH4 (7.7 mg, 0.20 mmol, 20 equiv) in H2O (1 mL) was added to the mixture at 0° C. The resulting mixture was stirred for 30 minutes before bei... The reactants are C(C=C)OC(=O)N1[C@@H](C[C@H](C1)O[Si](C)(C)C(C)(C)C)CCN1C=NC=C1C=O ((2R,4R)-1-allyloxycarbonyl-4-t-butyldimethylsilyloxy-2-{2-(5-formylimidazol-1-yl)ethyl}pyrrolidine), Cl (hydrochloric acid), [BH4-].[Na+] (sodium borohydride). The solvent is O1CCCC1 (tetrahydrofuran), CO (methanol). Yields the product C(C=C)OC(=O)N1[C@@H](C[C@H](C1)O[Si](C)(C)C(C)(C)C)CCN1C=NC=C1CO ((2R,4R)-1-allyloxycarbonyl-4-t-butyldimethylsilyloxy-2-{2-(5-hydroxymethylimidazol-1-yl)ethyl}pyrrolidine). Isolated yield 80.5%. Reaction SMILES: [CH2:1]([O:4][C:5]([N:7]1[CH2:11][C@H:10]([O:12][Si:13]([C:16]([CH3:19])([CH3:18])[CH3:17])([CH3:15])[CH3:14])[CH2:9][C@H:8]1[CH2:20][CH2:21][N:22]1[C:26]([CH:27]=[O:28])=[CH:25][N:24]=[CH:23]1)=[O:6])[CH:2]=[CH2:3].[BH4-].[Na+].Cl>O1CCCC1.CO>[CH2:1]([O:4][C:5]([N:7]1[CH2:11][C@H:10]([O:12][Si:13]([C:16]([CH3:17])([CH3:18])[CH3:19])([CH3:15])[CH3:14])[CH2:9][C@H:8]1[CH2:20][CH2:21][N:22]1[C:26]([CH2:27][OH:28])=[CH:25][N:24]=[CH:23]1)=[O:6])[CH:2]=[CH2:3] |f:1.2|. Reported procedure: To a solution of (2R,4R)-1-allyloxycarbonyl-4-t-butyldimethylsilyloxy-2-{2-(5-formylimidazol-1-yl)ethyl}pyrrolidine (12.65 g) in a mixture of tetrahydrofuran (60 ml) and methanol (60 ml) was portionwise added sodium borohydride (1.17 g) with stirring under ice-cooling. The mixture was stirred at the same temperature for 1 hour. The reaction mixture was adjusted to pH 8 with 6N hydrochloric acid at the same condition. The resulting precipitates were filtered off and the filtrate was evaporated in... Starting materials: OBO, Nc1ccc(CC2CCCC2)cc1Br, Clc1ccccc1Cl. Yields the product Nc1ccc(CC2CCCC2)cc1-c1cccc(Cl)c1Cl. As a reaction SMILES: [BH:15]([OH:16])[OH:17].[Br:1][c:2]1[c:3]([NH2:4])[cH:5][cH:6][c:7]([CH2:9][CH:10]2[CH2:11][CH2:12][CH2:13][CH2:14]2)[cH:8]1.[Cl:18][c:19]1[cH:20][cH:21][cH:22][cH:23][c:24]1[Cl:25]>>[c:2]1(-[c:20]2[c:19]([Cl:18])[c:24]([Cl:25])[cH:23][cH:22][cH:21]2)[c:3]([NH2:4])[cH:5][cH:6][c:7]([CH2:9][CH:10]2[CH2:11][CH2:12][CH2:13][CH2:14]2)[cH:8]1. The reactants are CC1=C(OC[C@@H](CNC2=C(C(NC=C2)=O)C2=NC3=CC=4CN(C(C4C=C3N2)=O)C2CCN(CC2)CCS(=O)(=O)C)O)C=CC(=C1)C (2-{4-[(R)-3-(2,4-Dimethyl-phenoxy)-2-hydroxy-propylamino]-2-oxo-1,2-dihydro-pyridin-3-yl}-6-[1-(2-methanesulfonyl-ethyl)-piperidin-4-yl]-6,7-dihydro-3H-1,3,6-triaza-s-indacen-5-one), CC(=O)O (HOAc). The product is CC1=C(OCC(CNC2=C(C(NC=C2)=O)C=2NC3=CC=4C(N(CC4C=C3N2)C2CCN(CC2)CCS(=O)(=O)C)=O)OC(C)=O)C=CC(=C1)C (Acetic acid 1-(2,4-dimethyl-phenoxymethyl)-2-(3-{6-[1-(2-methanesulfonyl-ethyl)-piperidin-4-yl]-7-oxo-1,5,6,7-tetrahydro-1,3,6-triaza-s-indacen-2-yl}-2-oxo-1,2-dihydro-pyridin-4-ylamino)-ethyl ester). Reaction SMILES: [CH3:1][C:2]1[CH:45]=[C:44]([CH3:46])[CH:43]=[CH:42][C:3]=1[O:4][CH2:5][C@H:6]([OH:41])[CH2:7][NH:8][C:9]1[CH:14]=[CH:13][NH:12][C:11](=[O:15])[C:10]=1[C:16]1[NH:27][C:26]2[C:18](=[CH:19][C:20]3[CH2:21][N:22]([CH:29]4[CH2:34][CH2:33][N:32]([CH2:35][CH2:36][S:37]([CH3:40])(=[O:39])=[O:38])[CH2:31][CH2:30]4)[C:23](=[O:28])[C:24]=3[CH:25]=2)[N:17]=1.[CH3:47][C:48](O)=[O:49]>>[CH3:1][C:2]1[CH:45]=[C:44]([CH3:46])[CH:43]=[CH:42][C:3]=1[O:4][CH2:5][CH:6]([O:41][C:48](=[O:49])[CH3:47])[CH2:7][NH:8][C:9]1[CH:14]=[CH:13][NH:12][C:11](=[O:15])[C:10]=1[C:16]1[NH:27][C:26]2[C:18]([N:17]=1)=[CH:19][C:20]1[CH2:21][N:22]([CH:29]3[CH2:34][CH2:33][N:32]([CH2:35][CH2:36][S:37]([CH3:40])(=[O:39])=[O:38])[CH2:31][CH2:30]3)[C:23](=[O:28])[C:24]=1[CH:25]=2. Procedure: A solution of 2-{4-[(R)-3-(2,4-Dimethyl-phenoxy)-2-hydroxy-propylamino]-2-oxo-1,2-dihydro-pyridin-3-yl}-6-[1-(2-methanesulfonyl-ethyl)-piperidin-4-yl]-6,7-dihydro-3H-1,3,6-triaza-s-indacen-5-one (65 mg, 0.1 mmol) in HOAc (20 mL) was refluxed for 32 h and was evaporated. The residue was diluted with a mixed solvent of DCM/MeOH (1:5), basified with 28% aqueous NH4OH solution and concentrated. Chromatography of the residual crude with CH2Cl2/MeOH/28% aqueous NH4OH (110:10:1) followed by HPLC re-pur... The reactants are C(C)(=O)OCC.O (ethyl acetate water), resultant solution, [N-]=[N+]=[N-].[Na+] (sodium azide), BrCC1C(C=2C(=C3C=C(C(NC3=C(C2)C)=O)C(C)C)O1)C (2-Bromomethyl-8-isopropyl-3,5-dimethyl-2,3,6,7-tetrahydrofuro[2,3-f]quinoline-7-one). Run in CN(C=O)C (dimethylformamide). Run at temperature 150 celsius, time 3 hour. Product: N(=[N+]=[N-])CC1C(C=2C(=C3C=C(C(NC3=C(C2)C)=O)C(C)C)O1)C (2-(Azidomethyl)-8-isopropyl-3,5-dimethyl-2,3,6,7-tetrahydrofuro[2,3-f]quinoline-7-one). The yield is 74.1%. Reaction SMILES: Br[CH2:2][CH:3]1[O:20][C:6]2=[C:7]3[C:12](=[C:13]([CH3:15])[CH:14]=[C:5]2[CH:4]1[CH3:21])[NH:11][C:10](=[O:16])[C:9]([CH:17]([CH3:19])[CH3:18])=[CH:8]3.[N-:22]=[N+:23]=[N-:24].[Na+].C(OCC)(=O)C.O>CN(C)C=O>[N:22]([CH2:2][CH:3]1[O:20][C:6]2=[C:7]3[C:12](=[C:13]([CH3:15])[CH:14]=[C:5]2[CH:4]1[CH3:21])[NH:11][C:10](=[O:16])[C:9]([CH:17]([CH3:19])[CH3:18])=[CH:8]3)=[N+:23]=[N-:24] |f:1.2,3.4|. Procedure: The compound obtained in Example 327 (1.97 g, 5.62 mmol) was dissolved in dimethylformamide (25 ml). To the resultant solution, sodium azide (2.2 g, 33.84 mmol) was added, and the mixture was stirred at 150° C. for 3 hours. After the mixture was cooled, ethyl acetate-water was added for phase separation. The organic phase was washed with water, and saturated aqueous sodium chloride solution in this order, and dried. The solvent was distilled off under reduced pressure, and the residue was washed... Reactants: C1CCOC1, CON(C)C(=O)c1cn(Cc2cccc(Br)n2)c2ccccc2c1=O, CC(C)[Mg+], [Cl-], COc1ncc(I)cc1C. The product is COc1ncc(C(=O)c2cn(Cc3cccc(Br)n3)c3ccccc3c2=O)cc1C. RXN SMILES: [CH2:41]1[O:42][CH2:43][CH2:44][CH2:45]1.[CH3:1][O:2][N:3]([C:4](=[O:5])[c:6]1[cH:7][n:8]([CH2:17][c:18]2[n:19][c:20]([Br:24])[cH:21][cH:22][cH:23]2)[c:9]2[cH:10][cH:11][cH:12][cH:13][c:14]2[c:15]1=[O:16])[CH3:25].[CH:37]([Mg+:38])([CH3:39])[CH3:40].[Cl-:36].[I:26][c:27]1[cH:28][c:29]([CH3:35])[c:30]([O:33][CH3:34])[n:31][cH:32]1>>[C:4](=[O:5])([c:6]1[cH:7][n:8]([CH2:17][c:18]2[n:19][c:20]([Br:24])[cH:21][cH:22][cH:23]2)[c:9]2[cH:10][cH:11][cH:12][cH:13][c:14]2[c:15]1=[O:16])[c:27]1[cH:28][c:29]([CH3:35])[c:30]([O:33][CH3:34])[n:31][cH:32]1. Reactants: C(CN)N (ethylenediamine), [OH-].[Na+] (sodium hydroxide), O=C1[C@]2(C=3C(=NC=CC3)N1COCC[Si](C)(C)C)CC1=CC=C(C=C1C2)NC(OC(C)(C)C)=O (tert-Butyl(R)-(2′-oxo-1′-{[2-(trimethylsilyl)ethoxy]methyl}-1,1′,2′,3-tetrahydrospiro[indene-2,3′-pyrrolo[2,3-b]pyridin]-5-yl)carbamate), Cl (HCl), Cl (HCl). Run in O (H2O), CO (MeOH). Reaction conditions: time 30 minute. Product: NC=1C=C2C[C@]3(C(NC4=NC=CC=C43)=O)CC2=CC1 ((R)-5-Amino-1,3-dihydro spiro[indene-2,3′-pyrrolo[2,3-b]pyridin]-2′(1′H)-one). As a reaction SMILES: [O:1]=[C:2]1[N:10](COCC[Si](C)(C)C)[C:5]2=[N:6][CH:7]=[CH:8][CH:9]=[C:4]2[C@:3]21[CH2:26][C:25]1[C:20](=[CH:21][CH:22]=[C:23]([NH:27]C(=O)OC(C)(C)C)[CH:24]=1)[CH2:19]2.Cl.C(N)CN.[OH-].[Na+]>CO.O>[NH2:27][C:23]1[CH:24]=[C:25]2[C:20](=[CH:21][CH:22]=1)[CH2:19][C@:3]1([C:4]3[C:5](=[N:6][CH:7]=[CH:8][CH:9]=3)[NH:10][C:2]1=[O:1])[CH2:26]2 |f:3.4|. Procedure details: A solution of tert-butyl(R)-(2′-oxo-1′-{[2-(trimethylsilyl)ethoxy]methyl}-1,1′,2′,3-tetrahydrospiro[indene-2,3′-pyrrolo[2,3-b]pyridin]-5-yl)carbamate from Step C (13.4 g, 27.8 mmol) in MeOH (300 mL) was saturated with HCl (g). The mixture was resaturated with HCl (g) every 30 min until the starting material was consumed, and then concentrated in vacuo. The residue was dissolved in MeOH (150 mL) and treated with ethylenediamine (1.9 mL, 27.8 mmol) and 10 N sodium hydroxide (6 mL, 60 mmol) to adju...